From a dataset of the Open Reaction Database (ORD), a public repository of structured organic reaction records. describe an organic reaction: reactants, conditions, products, and yield The reactants are CC1=C(C=O)C(=CC=C1[N+](=O)[O-])C (2,6-dimethyl-3-nitrobenzaldehyde), C(CO)O (ethylene glycol), C1(=CC=C(C=C1)S(=O)(=O)O)C (p-toluenesulphonic acid), O (water). The solvent is C1(=CC=CC=C1)C (toluene). Product: CC1=C(C(=CC=C1[N+](=O)[O-])C)C1OCCO1 (2-(2,6-dimethyl-3-nitrophenyl)-1,3-dioxolane). Reaction SMILES: [CH3:1][C:2]1[C:9]([N+:10]([O-:12])=[O:11])=[CH:8][CH:7]=[C:6]([CH3:13])[C:3]=1[CH:4]=[O:5].[CH2:14](O)[CH2:15][OH:16].C1(C)C=CC(S(O)(=O)=O)=CC=1.O>C1(C)C=CC=CC=1>[CH3:1][C:2]1[C:9]([N+:10]([O-:12])=[O:11])=[CH:8][CH:7]=[C:6]([CH3:13])[C:3]=1[CH:4]1[O:16][CH2:15][CH2:14][O:5]1. Procedure details: A solution of 2.8 g of 2,6-dimethyl-3-nitrobenzaldehyde in 150 ml of toluene was treated with 5 ml of ethylene glycol and 20 mg of p-toluenesulphonic acid. The mixture was heated to reflux for 18 hours, with the water being separated using a separator. The mixture was left to cool to room temperature and was washed twice with water. After drying over anhydrous magnesium sulphate the solvent was evaporated and the crystalline residue was crystallized from hexane. 3.0 g of 2-(2,6-dimethyl-3-nitrop...